Dataset: the Open Reaction Database (ORD), a public repository of structured organic reaction records. Task: describe an organic reaction: reactants, conditions, products, and yield Reactants: NC1CN(CC1C1=CC(=C(C=C1)Cl)Cl)C(=O)C1CCN(CC1)C(=O)C1(CC1)C (rac-(3S,4R)-[3-Amino-4-(3,4-dichloro-phenyl)-pyrrolidin-1-yl]-[1-(1-methyl-cyclopropanecarbonyl)-piperidin-4-yl]-methanone), Boc, FC1=CC=C(C=C1)OC(N(CC)[C@@H]1CN(C[C@H]1C1=CC(=C(C=C1)Cl)Cl)C(=O)C1CCN(CC1)C(=O)C1(CC1)C)=O (rac-{(3S,4R)-4-(3,4-Dichloro-phenyl)-1-[1-(1-methyl-cyclopropanecarbonyl)-piperidine-4-carbonyl]-pyrrolidin-3-yl}-ethyl-carbamic acid 4-fluoro-phenyl ester). The product is FC1=CC=C(C=C1)OC(N(CC)[C@@H]1CNC[C@H]1C1=CC=C(C=C1)Cl)=O ([(3S,4R)-4-(4-Chloro-phenyl)-pyrrolidin-3-yl]-ethyl-carbamic acid 4-fluoro-phenyl ester). As a reaction SMILES: NC1C(C2C=CC(Cl)=C(Cl)C=2)CN(C(C2CCN(C(C3(C)CC3)=O)CC2)=O)C1.[F:29][C:30]1[CH:35]=[CH:34][C:33]([O:36][C:37](=[O:68])[N:38]([C@H:41]2[C@H:45]([C:46]3[CH:51]=[CH:50][C:49]([Cl:52])=[C:48](Cl)[CH:47]=3)[CH2:44][N:43](C(C3CCN(C(C4(C)CC4)=O)CC3)=O)[CH2:42]2)[CH2:39][CH3:40])=[CH:32][CH:31]=1>>[F:29][C:30]1[CH:35]=[CH:34][C:33]([O:36][C:37](=[O:68])[N:38]([C@H:41]2[C@H:45]([C:46]3[CH:47]=[CH:48][C:49]([Cl:52])=[CH:50][CH:51]=3)[CH2:44][NH:43][CH2:42]2)[CH2:39][CH3:40])=[CH:32][CH:31]=1. Procedure: In analogy to the procedure described for rac-(3S,4R)-[3-Amino-4-(3,4-dichloro-phenyl)-pyrrolidin-1-yl]-[1-(1-methyl-cyclopropanecarbonyl)-piperidin-4-yl]-methanone (example 1, f) the Boc protecting group was removed. The liberated amine was reacted to the respective carbamate in analogy to the procedure described for the synthesis of rac-{(3S,4R)-4-(3,4-Dichloro-phenyl)-1-[1-(1-methyl-cyclopropanecarbonyl)-piperidine-4-carbonyl]-pyrrolidin-3-yl}-ethyl-carbamic acid 4-fluoro-phenyl ester (exampl... Starting materials: Br, O=C(OCc1ccccc1)N1CCc2c(n(S(=O)(=O)c3ccccc3)c3ccccc23)C1, CCOCC, CC(=O)O. The product is O=S(=O)(c1ccccc1)n1c2c(c3ccccc31)CCNC2. As a reaction SMILES: [BrH:1].[CH2:2]([O:3][C:4](=[O:5])[N:12]1[CH2:13][c:14]2[n:15]([S:25](=[O:26])(=[O:27])[c:28]3[cH:29][cH:30][cH:31][cH:32][cH:33]3)[c:16]3[cH:17][cH:18][cH:19][cH:20][c:21]3[c:22]2[CH2:23][CH2:24]1)[c:6]1[cH:7][cH:8][cH:9][cH:10][cH:11]1.[CH3:34][CH2:35][O:36][CH2:37][CH3:38].[CH3:39][C:40](=[O:41])[OH:42]>>[NH:12]1[CH2:13][c:14]2[n:15]([S:25](=[O:26])(=[O:27])[c:28]3[cH:29][cH:30][cH:31][cH:32][cH:33]3)[c:16]3[cH:17][cH:18][cH:19][cH:20][c:21]3[c:22]2[CH2:23][CH2:24]1. Starting materials: P(=O)(Cl)(Cl)Cl (Phosphorus oxychloride), C(C)(=O)C=1C=NC=C(C1)C(N)=O (3-acetyl-5-carbamoylpyridine). The solvent is CN(C=O)C (N,N-dimethylformamide). Yields the product C(C)(=O)C=1C=NC=C(C1)C#N (3-acetyl-5-cyanopyridine). The yield is 48.5%. Reaction SMILES: P(Cl)(Cl)(Cl)=O.[C:6]([C:9]1[CH:10]=[N:11][CH:12]=[C:13]([C:15](=O)[NH2:16])[CH:14]=1)(=[O:8])[CH3:7]>CN(C)C=O>[C:6]([C:9]1[CH:10]=[N:11][CH:12]=[C:13]([C:15]#[N:16])[CH:14]=1)(=[O:8])[CH3:7]. Procedure: Phosphorus oxychloride (2.75 g) was added to a solution of 3-acetyl-5-carbamoylpyridine (2.8 g) in N,N-dimethylformamide (30 ml) with cooling on an ice-water bath. The mixture was stirred with cooling for 1.5 hours. The solvent was removed under reduced pressure. The residue was dissolved in water (150 ml) and the mixture was extracted with ethyl acetate (100 ml). The extract was dried with magnesium sulfate and then evaporated. The residue was chromatographed on a silica gel column eluting with...